This data is from the Open Reaction Database (ORD), a public repository of structured organic reaction records. The task is: describe an organic reaction: reactants, conditions, products, and yield Starting materials: N#Cc1c(Cl)c2cc(Cl)ccc2n(Cc2ccccc2)c1=O, C1CNCCN1, ClCCl. The product is N#Cc1c(N2CCNCC2)c2cc(Cl)ccc2n(Cc2ccccc2)c1=O. Reaction SMILES: [CH2:1]([c:2]1[cH:3][cH:4][cH:5][cH:6][cH:7]1)[n:8]1[c:9](=[O:22])[c:10]([C:20]#[N:21])[c:11]([Cl:19])[c:12]2[cH:13][c:14]([Cl:18])[cH:15][cH:16][c:17]12.[CH2:23]1[CH2:24][NH:25][CH2:26][CH2:27][NH:28]1.[Cl:29][CH2:30][Cl:31]>>[CH2:1]([c:2]1[cH:3][cH:4][cH:5][cH:6][cH:7]1)[n:8]1[c:9](=[O:22])[c:10]([C:20]#[N:21])[c:11]([N:25]2[CH2:24][CH2:23][NH:28][CH2:27][CH2:26]2)[c:12]2[cH:13][c:14]([Cl:18])[cH:15][cH:16][c:17]12. Reactants: ClC1=C(C=CC=C1F)NC(C(C(=O)OCC)C)=O (ethyl 3-(2-chloro-3-fluorophenylamino)-2-methyl-3-oxopropanoate). Run in C1CCOC1 (THF). Yields the product ClC1=C(C=CC=C1F)NC(C(C(=O)O)C)=O (3-(2-chloro-3-fluorophenylamino)-2-methyl-3-oxopropanoic acid). As a reaction SMILES: [Cl:1][C:2]1[C:7]([F:8])=[CH:6][CH:5]=[CH:4][C:3]=1[NH:9][C:10](=[O:18])[CH:11]([CH3:17])[C:12]([O:14]CC)=[O:13]>C1COCC1>[Cl:1][C:2]1[C:7]([F:8])=[CH:6][CH:5]=[CH:4][C:3]=1[NH:9][C:10](=[O:18])[CH:11]([CH3:17])[C:12]([OH:14])=[O:13]. Procedure details: The acid was prepared according to Procedure B using ethyl 3-(2-chloro-3-fluorophenylamino)-2-methyl-3-oxopropanoate (5.0 g, 18.27 mmol) in THF (18.3 mL) to give 3-(2-chloro-3-fluorophenylamino)-2-methyl-3-oxopropanoic acid. Mass Spectrum (ESI) m/e=245.9 (M+1). Starting materials: N1(CCCC1)CCCO (3-pyrrolidin-1-ylpropan-1-ol), Br.C(C)(=O)O (hydrogen bromide acetic acid). Reaction conditions: temperature 100 celsius, time 8 hour. Product: Br.BrCCCN1CCCC1 (1-(3-bromopropyl)pyrrolidine hydrobromide). Reaction SMILES: [N:1]1([CH2:6][CH2:7][CH2:8]O)[CH2:5][CH2:4][CH2:3][CH2:2]1.[BrH:10].C(O)(=O)C>>[BrH:10].[Br:10][CH2:8][CH2:7][CH2:6][N:1]1[CH2:5][CH2:4][CH2:3][CH2:2]1 |f:1.2,3.4|. Procedure details: 1.833 g of 3-pyrrolidin-1-ylpropan-1-ol was dissolved in 8.4 ml of 5.1 M hydrogen bromide/acetic acid solution, and stirred overnight at 100° C. The solvent was evaporated away, the resulting residue was suspended in ethyl acetate, and the formed solid was taken out through filtration, washed with ethyl acetate and dried under reduced pressure. The above process was repeated three times to obtain 2.92 g of the entitled compound as a white solid. Starting materials: FC1=CC=C(CN2C(CN(CC2)C(=O)N2C=NC=C2)=O)C=C1 (1-(4-fluorobenzyl)-4-(1H-imidazol-1-ylcarbonyl)piperazin-2-one), IC (iodomethane). Run in [Al] (aluminum), CC#N (MeCN). Conditions: time 8 hour. Yields the product [I-].FC1=CC=C(CN2C(CN(CC2)C(=O)N2C=[N+](C=C2)C)=O)C=C1 (1-{[4-(4-fluorobenzyl)-3-oxopiperazin-1-yl]carbonyl}-3-methyl-1H-imidazol-3-ium iodide). RXN SMILES: [F:1][C:2]1[CH:22]=[CH:21][C:5]([CH2:6][N:7]2[CH2:12][CH2:11][N:10]([C:13]([N:15]3[CH:19]=[CH:18][N:17]=[CH:16]3)=[O:14])[CH2:9][C:8]2=[O:20])=[CH:4][CH:3]=1.[I:23][CH3:24]>CC#N.[Al]>[I-:23].[F:1][C:2]1[CH:22]=[CH:21][C:5]([CH2:6][N:7]2[CH2:12][CH2:11][N:10]([C:13]([N:15]3[CH:19]=[CH:18][N+:17]([CH3:24])=[CH:16]3)=[O:14])[CH2:9][C:8]2=[O:20])=[CH:4][CH:3]=1 |f:4.5|. Reported procedure: To a solution of 1-(4-fluorobenzyl)-4-(1H-imidazol-1-ylcarbonyl)piperazin-2-one (2.49 g, 8.2 mmol) in 20 mL of anhydrous MeCN, under an atmosphere of nitrogen, was added iodomethane (2.05 mL, 32.9 mmol). The reaction was covered in aluminum foil and stirred at room temperature overnight. The reaction was concentrated under vacuum, co-evaporated with toluene under vacuum, followed by drying under high vacuum to provide the title compound. 1H NMR (400 MHz, DMSO-d6) δ 9.59 (s, 1H), 8.02 (s, 1H), 7.... The reactants are CC=1N2C(SC1)=NC=C2CO (3-Methylimidazo[2,1-b]thiazole-5-methanol). Reagents/catalysts: O=[Mn]=O (MnO2). Run in CN(C)C=O (DMF), C1(=CC=CC=C1)C (toluene). Product: CC=1N2C(SC1)=NC=C2C=O (3-Methylimidazo[2,1-b]thiazole-5-carboxaldehyde). Isolated yield 22.7%. RXN SMILES: [CH3:1][C:2]1[N:3]2[C:9]([CH2:10][OH:11])=[CH:8][N:7]=[C:4]2[S:5][CH:6]=1>CN(C=O)C.C1(C)C=CC=CC=1.O=[Mn]=O>[CH3:1][C:2]1[N:3]2[C:9]([CH:10]=[O:11])=[CH:8][N:7]=[C:4]2[S:5][CH:6]=1. Reported procedure: A solution of 3-Methylimidazo[2,1-b]thiazole-5-methanol (FIG. C-5) (0.9 g) in DMF (10 mL) was diluted with toluene (200 mL), treated with MnO2 (3.0), and azeotropically distilled for 1.5 hours. The suspension was filtered and the filtrate was concentrated to 10 mL. The concentrate was diluted with ice water and the precipitated 3-Methylimidazo[2,1-b]thiazole-5-carboxaldehyde (FIG. C-6) (0.665 g) was filtered. An aliquot (225 mg) was recrystallized from ethyl acetate-hexane to yield pure 3-Methyl... Starting materials: C(C)(=O)[O-].[Na+] (sodium acetate), P(=O)(Cl)(Cl)Cl (phosphorous oxychloride), CN(C)C=O (DMF), ClC1=C(NC=C1)C(=O)OC (methyl 3-chloro-1H-pyrrole-2-carboxylate). Run in O (water), C(Cl)Cl (Methylene chloride), ClC(C)Cl (dichloroethane), ClC(C)Cl (Dichloroethane). Conditions: time 30 minute. Yields the product ClC1=C(NC(=C1)C=O)C(=O)OC (methyl 3-chloro-5-formyl-1H-pyrrole-2-carboxylate). Isolated yield 20.4%. RXN SMILES: P(Cl)(Cl)(Cl)=O.CN([CH:9]=[O:10])C.[Cl:11][C:12]1[CH:16]=[CH:15][NH:14][C:13]=1[C:17]([O:19][CH3:20])=[O:18].C([O-])(=O)C.[Na+]>ClC(Cl)C.O.C(Cl)Cl>[Cl:11][C:12]1[CH:16]=[C:15]([CH:9]=[O:10])[NH:14][C:13]=1[C:17]([O:19][CH3:20])=[O:18] |f:3.4|. Procedure details: A solution of phosphorous oxychloride (3.21 ml, 34.5 mmol) was added dropwise over a period of 15 min to a 0° C. solution of DMF (2.67 ml, 34.5 mmol) under nitrogen. The mixture was allowed to warm to RT and stirred for 30 min. Dichloroethane (20 mL) was added and the reaction mixture cooled to 0° C. A solution of methyl 3-chloro-1H-pyrrole-2-carboxylate (5 g, 31.3 mmol) in dichloroethane (20 mL) was added dropwise over 30 min. The reaction mixture was warmed to RT and allowed to stir for 1 h. T... Reactants: BrC1=C(C=CC=C1)C(C)C (2-bromoisopropyl benzene), [Li]CCCC (nBuLi), CN(C)C=O (DMF). Run in [Cl-].[NH4+] (ammonium chloride), C1CCOC1 (THF). Reaction conditions: time 1 hour. Yields the product C(C)(C)C1=C(C=O)C=CC=C1 (2-isopropyl benzaldehyde). Isolated yield 94.5%. Reaction SMILES: Br[C:2]1[CH:7]=[CH:6][CH:5]=[CH:4][C:3]=1[CH:8]([CH3:10])[CH3:9].[Li]CCCC.CN([CH:19]=[O:20])C>C1COCC1.[Cl-].[NH4+]>[CH:8]([C:3]1[CH:4]=[CH:5][CH:6]=[CH:7][C:2]=1[CH:19]=[O:20])([CH3:10])[CH3:9] |f:4.5|. Reported procedure: To a solution of 2-bromoisopropyl benzene (2.0 g, 10.0 mmole) in dry THF (20 mL), nBuLi (1.6 M in hexane), (6.9 mL, 11.05 mmole) was added at −78° C. and the mixture was stirred at same temperature for one hour. DMF (0.9 g, 12.0 mmole) was added and the mixture was stirred at −78° C. for half an hour then allowed to stir at 0° C. for 15 min. The reaction mixture was diluted with saturated aqueous ammonium chloride (10 mL) and extracted with EtOAc (3×30 mL). The organic layers were combined and w...